Task: describe an organic reaction: reactants, conditions, products, and yield. Dataset: the Open Reaction Database (ORD), a public repository of structured organic reaction records Reported procedure: To a mixture of tert-butyl 1-(pyridazin-4-yl)cyclopropylcarbamate (0.100 g, 0.425 mmol, 1.0 eq) in a solution of 4.0 M HCl in 1,4-dioxane (4.0 ml) was stirred at r.t. for 5 hr. The reaction mixture was concentrated under vacuum and dried HCl salt was taken to next step. RXN SMILES: [N:1]1[CH:6]=[CH:5][C:4]([C:7]2([NH:10]C(=O)OC(C)(C)C)[CH2:9][CH2:8]2)=[CH:3][N:2]=1.[ClH:18]>O1CCOCC1>[ClH:18].[N:1]1[CH:6]=[CH:5][C:4]([C:7]2([NH2:10])[CH2:9][CH2:8]2)=[CH:3][N:2]=1 |f:3.4|. The product is Cl.N1=NC=C(C=C1)C1(CC1)N (1-(pyridazin-4-yl)cyclopropanamine HCl salt). Reactants: N1=NC=C(C=C1)C1(CC1)NC(OC(C)(C)C)=O (tert-butyl 1-(pyridazin-4-yl)cyclopropylcarbamate), Cl (HCl). Run at time 5 hour. Solvent: O1CCOCC1 (1,4-dioxane). The reactants are BrCCC1CO1, O=C([O-])[O-], CCOCC, CC(C)=O, O=S1(=O)NCc2ccccc2N1c1ccccc1F, [K+], [K+]. Reaction SMILES: [Br:26][CH2:27][CH2:28][CH:29]1[CH2:30][O:31]1.[C:20](=[O:21])([O-:22])[O-:23].[CH2:36]([O:37][CH2:38][CH3:39])[CH3:40].[CH3:32][C:33](=[O:34])[CH3:35].[F:1][c:2]1[c:3]([N:8]2[S:9](=[O:18])(=[O:19])[NH:10][CH2:11][c:12]3[c:13]2[cH:14][cH:15][cH:16][cH:17]3)[cH:4][cH:5][cH:6][cH:7]1.[K+:24].[K+:25]>>[F:1][c:2]1[c:3]([N:8]2[S:9](=[O:18])(=[O:19])[N:10]([CH2:27][CH2:28][CH:29]3[CH2:30][O:31]3)[CH2:11][c:12]3[c:13]2[cH:14][cH:15][cH:16][cH:17]3)[cH:4][cH:5][cH:6][cH:7]1. The product is O=S1(=O)N(CCC2CO2)Cc2ccccc2N1c1ccccc1F.